Dataset: the Open Reaction Database (ORD), a public repository of structured organic reaction records. Task: describe an organic reaction: reactants, conditions, products, and yield Reactants: CC(C)C[Al+]CC(C)C, Cc1ccccc1, Cl, CCOC(=O)c1cn(S(=O)(=O)c2ccccc2)c(-c2ccccc2)c1F, [H-], C1CCOC1. Product: O=S(=O)(c1ccccc1)n1cc(CO)c(F)c1-c1ccccc1. Reaction SMILES: [CH2:28]([Al+:29][CH2:30][CH:31]([CH3:32])[CH3:33])[CH:34]([CH3:35])[CH3:36].[CH3:43][c:44]1[cH:45][cH:46][cH:47][cH:48][cH:49]1.[ClH:37].[F:1][c:2]1[c:3]([C:22](=[O:23])[O:24][CH2:25][CH3:26])[cH:4][n:5]([S:13](=[O:14])(=[O:15])[c:16]2[cH:17][cH:18][cH:19][cH:20][cH:21]2)[c:6]1-[c:7]1[cH:8][cH:9][cH:10][cH:11][cH:12]1.[H-:27].[O:38]1[CH2:39][CH2:40][CH2:41][CH2:42]1>>[F:1][c:2]1[c:3]([CH2:22][OH:23])[cH:4][n:5]([S:13](=[O:14])(=[O:15])[c:16]2[cH:17][cH:18][cH:19][cH:20][cH:21]2)[c:6]1-[c:7]1[cH:8][cH:9][cH:10][cH:11][cH:12]1. Starting materials: COc1cc(Cl)c(-c2cnc(C(F)(F)F)cc2C#N)cc1C(=O)Nc1c(C)cccc1C, [H-], CI, [Na+], CN(C)C=O. The product is COc1cc(Cl)c(-c2cnc(C(F)(F)F)cc2C#N)cc1C(=O)N(C)c1c(C)cccc1C. As a reaction SMILES: [Cl:1][c:2]1[cH:3][c:4]([O:31][CH3:32])[c:5]([C:6](=[O:7])[NH:8][c:9]2[c:10]([CH3:16])[cH:11][cH:12][cH:13][c:14]2[CH3:15])[cH:17][c:18]1-[c:19]1[cH:20][n:21][c:22]([C:27]([F:28])([F:29])[F:30])[cH:23][c:24]1[C:25]#[N:26].[H-:34].[I:35][CH3:36].[Na+:33].[O:37]=[CH:38][N:39]([CH3:40])[CH3:41]>>[Cl:1][c:2]1[cH:3][c:4]([O:31][CH3:32])[c:5]([C:6](=[O:7])[N:8]([c:9]2[c:10]([CH3:16])[cH:11][cH:12][cH:13][c:14]2[CH3:15])[CH3:36])[cH:17][c:18]1-[c:19]1[cH:20][n:21][c:22]([C:27]([F:28])([F:29])[F:30])[cH:23][c:24]1[C:25]#[N:26]. The reagents and catalysts are [Zn] (zinc). The solvent is C(C)(=O)O (acetic acid). Conditions: time 3 hour. The product is C(C)(C)(C)OC(NC1CCC(CC1)C(NC1=CC(=CC(=C1)OCC1=CC=C(C=C1)C(N)=N)OCC1=CC=C(C=C1)C(N)=N)=O)=O ({4-[3,5-Bis-(4-carbamimidoyl-benzyloxy)-phenylcarbamoyl]-cyclohexyl}-carbamic Acid Tert-butyl Ester). Starting materials: C(C)(=O)OC(C)=O (Acetic anhydride), C(C)(C)(C)OC(NC1CCC(CC1)C(NC1=CC(=CC(=C1)OCC1=CC=C(C=C1)C(NO)=N)OCC1=CC=C(C=C1)C(NO)=N)=O)=O ((4-{3,5-bis-[4-(N-hydroxycarbamimidoyl)-benzyloxy]-phenylcarbamoyl}-cyclohexyl)-carbamic acid tert-butyl ester). RXN SMILES: C(OC(=O)C)(=O)C.[C:8]([O:12][C:13](=[O:54])[NH:14][CH:15]1[CH2:20][CH2:19][CH:18]([C:21](=[O:53])[NH:22][C:23]2[CH:28]=[C:27]([O:29][CH2:30][C:31]3[CH:36]=[CH:35][C:34]([C:37](=[NH:40])[NH:38]O)=[CH:33][CH:32]=3)[CH:26]=[C:25]([O:41][CH2:42][C:43]3[CH:48]=[CH:47][C:46]([C:49](=[NH:52])[NH:50]O)=[CH:45][CH:44]=3)[CH:24]=2)[CH2:17][CH2:16]1)([CH3:11])([CH3:10])[CH3:9]>C(O)(=O)C.[Zn]>[C:8]([O:12][C:13](=[O:54])[NH:14][CH:15]1[CH2:20][CH2:19][CH:18]([C:21](=[O:53])[NH:22][C:23]2[CH:24]=[C:25]([O:41][CH2:42][C:43]3[CH:48]=[CH:47][C:46]([C:49](=[NH:50])[NH2:52])=[CH:45][CH:44]=3)[CH:26]=[C:27]([O:29][CH2:30][C:31]3[CH:32]=[CH:33][C:34]([C:37](=[NH:38])[NH2:40])=[CH:35][CH:36]=3)[CH:28]=2)[CH2:17][CH2:16]1)([CH3:11])([CH3:9])[CH3:10]. The yield is 136.4%. Reported procedure: Acetic anhydride (0.36 ml, 3.72 mmol) was added to the solution of (4-{3,5-bis-[4-(N-hydroxycarbamimidoyl)-benzyloxy]-phenylcarbamoyl}-cyclohexyl)-carbamic acid tert-butyl ester (0.40 g, 0.62 mmol) in 10 ml of acetic acid and reaction mixture was stirred for 3 h. After completion of reaction, at RT zinc dust (0.4 g, 6.2 mmol) was added and resulting mixture was stirred over night. Recation mixture was filtered through celite and filterate was concentrated to dryness. Product was washed with cold... The reactants are [BH3-]C#N, COc1cc(C(C)N)ccc1-c1cccnc1OC, CC(=O)[O-], CO, CCN(C(C)C)C(C)C, ClCCl, O=S(=O)(Cl)c1ccccc1OC(F)(F)F, [NH4+], [Na+]. The product is COc1cc(C(C)NS(=O)(=O)c2ccccc2OC(F)(F)F)ccc1-c1cccnc1OC. RXN SMILES: [C:6]([BH3-:7])#[N:8].[CH3:10][O:11][c:12]1[cH:13][c:14]([CH:26]([CH3:27])[NH2:28])[cH:15][cH:16][c:17]1-[c:18]1[c:19]([O:24][CH3:25])[n:20][cH:21][cH:22][cH:23]1.[CH3:2][C:3](=[O:4])[O-:5].[CH3:53][OH:54].[CH:44]([N:45]([CH:46]([CH3:47])[CH3:48])[CH2:49][CH3:50])([CH3:51])[CH3:52].[Cl:55][CH2:56][Cl:57].[F:29][C:30]([O:31][c:32]1[c:33]([S:38](=[O:39])(=[O:40])[Cl:41])[cH:34][cH:35][cH:36][cH:37]1)([F:42])[F:43].[NH4+:1].[Na+:9]>>[CH3:10][O:11][c:12]1[cH:13][c:14]([CH:26]([CH3:27])[NH:28][S:38]([c:33]2[c:32]([O:31][C:30]([F:29])([F:42])[F:43])[cH:37][cH:36][cH:35][cH:34]2)(=[O:39])=[O:40])[cH:15][cH:16][c:17]1-[c:18]1[c:19]([O:24][CH3:25])[n:20][cH:21][cH:22][cH:23]1.